This data is from the Open Reaction Database (ORD), a public repository of structured organic reaction records. The task is: describe an organic reaction: reactants, conditions, products, and yield Reactants: COC(=O)c1ccc(B(O)O)cc1, Clc1ccc(Cl)nc1. Product: COC(=O)c1ccc(-c2ccc(Cl)cn2)cc1. RXN SMILES: [CH3:1][O:2][C:3](=[O:4])[c:5]1[cH:6][cH:7][c:8]([B:11]([OH:12])[OH:13])[cH:9][cH:10]1.[Cl:14][c:15]1[n:16][cH:17][c:18]([Cl:21])[cH:19][cH:20]1>>[CH3:1][O:2][C:3](=[O:4])[c:5]1[cH:6][cH:7][c:8](-[c:15]2[n:16][cH:17][c:18]([Cl:21])[cH:19][cH:20]2)[cH:9][cH:10]1. Starting materials: CN(CCNC(=O)[C@H](CC1=CNC2=CC=C(C=C12)O)NC(=O)C1=CC2=C(N(C(=N2)C2=COC=C2)C2CCCCC2)C=C1)C (1-Cyclohexyl-2-furan-3-yl-1H-benzimidazole-5-carboxylic acid [(S)-1-(2-dimethylamino-ethylcarbamoyl)-2-(5-hydroxy-1H-indol-3-yl)-ethyl]-amide), NCC(CO)O (racemic 3-amino-1,2-propanediol). Procedure: The carboxylic acid of example 133 was coupled to racemic 3-amino-1,2-propanediol under standard TBTU conditions to yield the title compound of example 140. Reaction SMILES: CN(C)CCN[C:6]([C@@H:8]([NH:20][C:21]([C:23]1[CH:42]=[CH:41][C:26]2[N:27]([CH:35]3[CH2:40][CH2:39][CH2:38][CH2:37][CH2:36]3)[C:28]([C:30]3[CH:34]=[CH:33][O:32][CH:31]=3)=[N:29][C:25]=2[CH:24]=1)=[O:22])[CH2:9][C:10]1[C:18]2[C:13](=[CH:14][CH:15]=[C:16]([OH:19])[CH:17]=2)[NH:12][CH:11]=1)=[O:7].[NH2:44][CH2:45][CH:46]([OH:49])[CH2:47][OH:48]>>[OH:49][CH:46]([CH2:47][OH:48])[CH2:45][NH:44][C:6]([C@@H:8]([NH:20][C:21]([C:23]1[CH:42]=[CH:41][C:26]2[N:27]([CH:35]3[CH2:40][CH2:39][CH2:38][CH2:37][CH2:36]3)[C:28]([C:30]3[CH:34]=[CH:33][O:32][CH:31]=3)=[N:29][C:25]=2[CH:24]=1)=[O:22])[CH2:9][C:10]1[C:18]2[C:13](=[CH:14][CH:15]=[C:16]([OH:19])[CH:17]=2)[NH:12][CH:11]=1)=[O:7]. Product: OC(CNC(=O)[C@H](CC1=CNC2=CC=C(C=C12)O)NC(=O)C1=CC2=C(N(C(=N2)C2=COC=C2)C2CCCCC2)C=C1)CO (1-Cyclohexyl-2-furan-3-yl-1H-benzimidazole-5-carboxylic acid [(S)-1-(2(RS),3-dihydroxy-propylcarbamoyl)-2-(5-hydroxy-1H-indol-3-yl)-ethyl]-amide). Starting materials: C(\C=C(/C)\CC\C=C(/C)\CCC=C(C)C)Br ((E,E)-farnesyl bromide), O (water), [H-].[Na+] (sodium hydride), C(P(OC(C)C)(OC(C)C)=O)P(OC(C)C)(OC(C)C)=O (tetraisopropyl methylenebisphosphonate). The solvent is C(OC)COC (dimethoxyethane), C(OC)COC (dimethoxyethane). Conditions: time 1 hour. Product: C(\C=C(/C)\CC\C=C(/C)\CCC=C(C)C)C(P(OC(C)C)(OC(C)C)=O)P(OC(C)C)(OC(C)C)=O (Tetraisopropyl (E,E)-farnesylmethylenebisphosphonate). Isolated yield 60.7%. Reaction SMILES: [H-].[Na+].[CH2:3]([P:14](=[O:23])([O:19][CH:20]([CH3:22])[CH3:21])[O:15][CH:16]([CH3:18])[CH3:17])[P:4](=[O:13])([O:9][CH:10]([CH3:12])[CH3:11])[O:5][CH:6]([CH3:8])[CH3:7].[CH2:24](Br)/[CH:25]=[C:26](/[CH2:28][CH2:29]/[CH:30]=[C:31](/[CH2:33][CH2:34][CH:35]=[C:36]([CH3:38])[CH3:37])\[CH3:32])\[CH3:27].O>C(COC)OC>[CH2:24]([CH:3]([P:4](=[O:13])([O:9][CH:10]([CH3:11])[CH3:12])[O:5][CH:6]([CH3:8])[CH3:7])[P:14](=[O:23])([O:15][CH:16]([CH3:18])[CH3:17])[O:19][CH:20]([CH3:22])[CH3:21])/[CH:25]=[C:26](/[CH2:28][CH2:29]/[CH:30]=[C:31](/[CH2:33][CH2:34][CH:35]=[C:36]([CH3:37])[CH3:38])\[CH3:32])\[CH3:27] |f:0.1|. Procedure: Oily sodium hydride (60%, 0.24 g) was added to a solution of tetraisopropyl methylenebisphosphonate (3.44 g) in dimethoxyethane (25 ml). The mixture was stirred at room temperature for 1 hour. Then, a solution of (E,E)-farnesyl bromide (1.43 g) in dimethoxyethane (5 ml) was added dropwise at 0° C. The reaction mixture was stirred at room temperature for 1 hour, then poured into water and extracted with ethyl acetate. The organic layer was washed with water and dried (MgSO4), and then the solvent... The reactants are C1CCOC1, COC(=O)c1sc2c(OC)ccc(F)c2c1Cl, [Li+], [OH-]. Yields the product COc1ccc(F)c2c(Cl)c(C(=O)O)sc12. RXN SMILES: [CH2:20]1[O:21][CH2:22][CH2:23][CH2:24]1.[Cl:1][c:2]1[c:3]([C:14](=[O:15])[O:16][CH3:17])[s:4][c:5]2[c:6]1[c:7]([F:13])[cH:8][cH:9][c:10]2[O:11][CH3:12].[Li+:18].[OH-:19]>>[Cl:1][c:2]1[c:3]([C:14](=[O:15])[OH:16])[s:4][c:5]2[c:6]1[c:7]([F:13])[cH:8][cH:9][c:10]2[O:11][CH3:12].